From a dataset of the Open Reaction Database (ORD), a public repository of structured organic reaction records. describe an organic reaction: reactants, conditions, products, and yield The reactants are C(C)OC(=O)C1(CC1)C1=CC=C(C=C1)C1=CC=C(C=C1)C1=C(C(=NO1)C)NC1=NC(=CC=C1)Br (1-{4′-[4-(6-bromo-pyridin-2-ylamino)-3-methyl-isoxazol-5-yl]-biphenyl-4-yl}-cyclopropanecarboxylic acid ethyl ester), C(#N)C1=C(C=CC=C1)B(O)O (2-cyanophenylboronic acid). Yields the product C(C)OC(=O)C1(CC1)C1=CC=C(C=C1)C1=CC=C(C=C1)C1=C(C(=NO1)C)NC1=NC(=CC=C1)C1=C(C=CC=C1)C#N (1-(4′-{4-[6-(2-Cyano-phenyl)-pyridin-2-ylamino]-3-methyl-isoxazol-5-yl}-biphenyl-4-yl)-cyclopropanecarboxylic acid ethyl ester). Reaction SMILES: [CH2:1]([O:3][C:4]([C:6]1([C:9]2[CH:14]=[CH:13][C:12]([C:15]3[CH:20]=[CH:19][C:18]([C:21]4[O:25][N:24]=[C:23]([CH3:26])[C:22]=4[NH:27][C:28]4[CH:33]=[CH:32][CH:31]=[C:30](Br)[N:29]=4)=[CH:17][CH:16]=3)=[CH:11][CH:10]=2)[CH2:8][CH2:7]1)=[O:5])[CH3:2].[C:35]([C:37]1[CH:42]=[CH:41][CH:40]=[CH:39][C:38]=1B(O)O)#[N:36]>>[CH2:1]([O:3][C:4]([C:6]1([C:9]2[CH:14]=[CH:13][C:12]([C:15]3[CH:20]=[CH:19][C:18]([C:21]4[O:25][N:24]=[C:23]([CH3:26])[C:22]=4[NH:27][C:28]4[CH:33]=[CH:32][CH:31]=[C:30]([C:38]5[CH:39]=[CH:40][CH:41]=[CH:42][C:37]=5[C:35]#[N:36])[N:29]=4)=[CH:17][CH:16]=3)=[CH:11][CH:10]=2)[CH2:8][CH2:7]1)=[O:5])[CH3:2]. Procedure: Prepared according to the procedure described in Example 1, Step 10, using 1-{4′-[4-(6-bromo-pyridin-2-ylamino)-3-methyl-isoxazol-5-yl]-biphenyl-4-yl}-cyclopropanecarboxylic acid ethyl ester and 2-cyanophenylboronic acid. Reactants: C(C)(C)(C)OC(N(C)CCCCNCC1=NC=C(C=C1C)Cl)=O ({4-[(5-chloro-3-methyl-pyridin-2-ylmethyl)-amino]-butyl}-methyl-carbamic acid tert-butyl ester), FC1=CC=C(C=C1)C(C)(C)C=1C(=NC=CC1)C=O (3-[1-(4-fluoro-phenyl)-1-methyl-ethyl]-pyridine-2-carbaldehyde), [BH-](OC(=O)C)(OC(=O)C)OC(=O)C.[Na+] (NaBH(OAc)3). The product is C(C)(C)(C)OC(N(C)CCCCN(CC1=NC=CC=C1C(C)(C)C1=CC=C(C=C1)F)CC1=NC=C(C=C1C)Cl)=O ([4-((5-chloro-3-methyl-pyridin-2-ylmethyl)-{3-[1-(4-fluoro-phenyl)-1-methyl-ethyl]-pyridin-2-ylmethyl}-amino]-butyl]-methyl-carbamic acid tert-butyl ester). Reaction SMILES: [C:1]([O:5][C:6](=[O:23])[N:7]([CH2:9][CH2:10][CH2:11][CH2:12][NH:13][CH2:14][C:15]1[C:20]([CH3:21])=[CH:19][C:18]([Cl:22])=[CH:17][N:16]=1)[CH3:8])([CH3:4])([CH3:3])[CH3:2].[F:24][C:25]1[CH:30]=[CH:29][C:28]([C:31]([C:34]2[C:35]([CH:40]=O)=[N:36][CH:37]=[CH:38][CH:39]=2)([CH3:33])[CH3:32])=[CH:27][CH:26]=1.[BH-](OC(C)=O)(OC(C)=O)OC(C)=O.[Na+]>>[C:1]([O:5][C:6](=[O:23])[N:7]([CH2:9][CH2:10][CH2:11][CH2:12][N:13]([CH2:14][C:15]1[C:20]([CH3:21])=[CH:19][C:18]([Cl:22])=[CH:17][N:16]=1)[CH2:40][C:35]1[C:34]([C:31]([C:28]2[CH:27]=[CH:26][C:25]([F:24])=[CH:30][CH:29]=2)([CH3:33])[CH3:32])=[CH:39][CH:38]=[CH:37][N:36]=1)[CH3:8])([CH3:4])([CH3:2])[CH3:3] |f:2.3|. Procedure: Using General Procedure B: Reaction of {4-[(5-chloro-3-methyl-pyridin-2-ylmethyl)-amino]-butyl}-methyl-carbamic acid tert-butyl ester, 3-[1-(4-fluoro-phenyl)-1-methyl-ethyl]-pyridine-2-carbaldehyde and NaBH(OAc)3 gave [4-((5-chloro-3-methyl-pyridin-2-ylmethyl)-{3-[1-(4-fluoro-phenyl)-1-methyl-ethyl]-pyridin-2-ylmethyl}-amino]-butyl]-methyl-carbamic acid tert-butyl ester as a light brown solid. Deprotection with TFA using General Procedure F gave N-(5-Chloro-3-methyl-pyridin-2-ylmethyl)-N-{3-[1-(...